The task is: describe an organic reaction: reactants, conditions, products, and yield. This data is from the Open Reaction Database (ORD), a public repository of structured organic reaction records. Reactants: CC1=CC(=CC(=C1)C)C (1,3,5-trimethylbenzene), FS(=O)(=O)O (fluorosulfonic acid), CC1=CC(=CC(=C1)C)C (1,3,5-trimethylbenzene), FS(=O)(=O)O (fluorosulfonic acid), [C]=O (carbon monoxide), FC(C(=O)O)(F)F (trifluoroacetic acid). Solvent: [Sb](F)(F)(F)(F)F (antimony pentafluoride), [Sb](F)(F)(F)(F)F (antimony pentafluoride). Product: C(=O)C=1C(=C(C(=CC1C)C)S(=O)(=O)F)C (3-formyl-2,4,6-trimethylbenzenesulfonyl fluoride). Isolated yield 30.0%. Reaction SMILES: [CH3:1][C:2]1[CH:7]=[C:6]([CH3:8])[CH:5]=[C:4]([CH3:9])[CH:3]=1.[F:10][S:11]([OH:14])(=O)=[O:12].[C]=O.FC(F)(F)[C:19](O)=[O:20]>[Sb](F)(F)(F)(F)F>[CH:19]([C:3]1[C:2]([CH3:1])=[C:7]([S:11]([F:10])(=[O:14])=[O:12])[C:6]([CH3:8])=[CH:5][C:4]=1[CH3:9])=[O:20] |^3:14|. Reported procedure: 18.9 ml of 1,3,5-trimethylbenzene was reacted with 20 ml of fluorosulfonic acid and carbon monoxide in the presence of 10 ml of antimony pentafluoride and 10 ml of trifluoroacetic acid as a solvent at 20° C. for 48 hours in substantially the same manner as that of Example 1. The molar ratio of 1,3,5-trimethylbenzene : fluorosulfonic acid : antimony pentafluoride was 1 : 3.5 : 1.4, while the consumption of carbon monoxide was 2.24 λ. The same analyses as those of Example 1 were made to confirm th... Starting materials: C(=O)C12COCC(CC1)N2C(=O)OC(C)(C)C (tert-butyl 5-formyl-3-oxa-8-azabicyclo[3.2.1]octane-8-carboxylate), NaH2PO4, [O-]Cl=O.[Na+] (NaClO2), CC(C)=CC (2-methyl-2-butene), CC(C)=CC.C1CCOC1 (2-methyl-2-butene THF), Cl (HCl). Solvent: C(C)(C)(C)O (tert butanol), C1CCOC1 (THF), O (water), O (water), O (water). Run at temperature 0 celsius, time 5 minute. The product is C(C)(C)(C)OC(=O)N1C2COCC1(CC2)C(=O)O (8-tert-butoxycarbonyl-3-oxa-8-azabicyclo[3.2.1]octane-5-carboxylic acid). The yield is 51.0%. Reaction SMILES: CC(=CC)C.[CH:6]([C:8]12[N:15]([C:16]([O:18][C:19]([CH3:22])([CH3:21])[CH3:20])=[O:17])[CH:12]([CH2:13][CH2:14]1)[CH2:11][O:10][CH2:9]2)=[O:7].CC(=CC)C.C1C[O:31]CC1.[O-]Cl=O.[Na+].Cl>O.C(O)(C)(C)C.C1COCC1>[C:19]([O:18][C:16]([N:15]1[C:8]2([C:6]([OH:31])=[O:7])[CH2:14][CH2:13][CH:12]1[CH2:11][O:10][CH2:9]2)=[O:17])([CH3:22])([CH3:21])[CH3:20] |f:2.3,4.5|. Procedure: A 50 ml of flask fitted with magnetic stirrer was charged with 5 ml of THF and was cooled to −78° C., to which 2-methyl-2-butene (0.15 mL, 3 mmol) was added and stirred for 5 minutes. Another 50 ml of flask fitted with magnetic stirrer was charged with tert-butyl 5-formyl-3-oxa-8-azabicyclo[3.2.1]octane-8-carboxylate (71 mg, 0.3 mmol) and tert butanol (5 mL) and was stirred at 25° C., to which the above prepared 2-methyl-2-butene THF solution was added. The resulting mixture was cooled to 0° C.,... The reactants are C(C)(=O)OCC (ethyl acetate), C(C)(=O)C1=NC=CC=C1 (2-acetylpyridine), OO (hydrogen peroxide), OO (hydrogen peroxide), CCCCCC (hexane). Solvent: CO (methanol), C(C)(=O)O (acetic acid). The product is C(C)(=O)C1=[N+](C=CC=C1)[O-] (2-acetyl-pyridine-N-oxide). The yield is 33.0%. RXN SMILES: [C:1]([C:4]1[CH:9]=[CH:8][CH:7]=[CH:6][N:5]=1)(=[O:3])[CH3:2].OO.C(OCC)(=[O:14])C.CCCCCC>C(O)(=O)C.CO>[C:1]([C:4]1[CH:9]=[CH:8][CH:7]=[CH:6][N+:5]=1[O-:14])(=[O:3])[CH3:2]. Procedure details: To a solution of 2-acetylpyridine (0.3 mol) in 150 ml of glacial acetic acid was added with stirring 30% hydrogen peroxide (0.32 mol) and the mixture was allowed to react at 60°-65° C. for 16 hours. An additional 3.3 ml of 30% hydrogen peroxide was added, and the mixture was allowed to react at 70° C. for 2 hours. After cooling, the water was removed by evaporation at reduced pressure to leave a crude liquid residue which was taken up in an equal volume of 50:50 ethyl acetate and hexane, and the... Starting materials: [OH-].[K+] (KOH), CC=1N(C=CN1)C1=CC=C(C=C1)SC=1C=C(C=CC1)C1(CCOCC1)C#N (4-{3-[4-(2-Methyl-imidazol-1-yl)-phenyl sulfanyl]-phenyl}-tetrahydro-pyran-4-carbonitrile), O (water). Run in CC(C)(C)O (t-BuOH). Run at time 8 hour. Yields the product CC=1N(C=CN1)C1=CC=C(C=C1)SC=1C=C(C=CC1)C1(CCOCC1)C(=O)N (4-{3-[4-(2-Methyl-imidazol-1-yl)-phenyl sulfanyl]-phenyl}tetrahydro-pyran-4-carboxylic acid amide). Isolated yield 61.1%. RXN SMILES: [CH3:1][C:2]1[N:3]([C:7]2[CH:12]=[CH:11][C:10]([S:13][C:14]3[CH:15]=[C:16]([C:20]4([C:26]#[N:27])[CH2:25][CH2:24][O:23][CH2:22][CH2:21]4)[CH:17]=[CH:18][CH:19]=3)=[CH:9][CH:8]=2)[CH:4]=[CH:5][N:6]=1.[OH-:28].[K+].O>CC(O)(C)C>[CH3:1][C:2]1[N:3]([C:7]2[CH:12]=[CH:11][C:10]([S:13][C:14]3[CH:15]=[C:16]([C:20]4([C:26]([NH2:27])=[O:28])[CH2:25][CH2:24][O:23][CH2:22][CH2:21]4)[CH:17]=[CH:18][CH:19]=3)=[CH:9][CH:8]=2)[CH:4]=[CH:5][N:6]=1 |f:1.2|. Reported procedure: 4-{3-[4-(2-Methyl-imidazol-1-yl)-phenyl sulfanyl]-phenyl}-tetrahydro-pyran-4-carbonitrile (27.35 g) were dissolved in t-BuOH (280 mL) at 50° C. To the solution, KOH (12.28 g) was added and the mixture was stirred overnight. The suspension was cooled to room temperature and water (180 mL) was added. The suspension obtained was filtered and the filtercake was dried at 50° C. to yield 4-{3-[4-(2-Methyl-imidazol-1-yl)-phenyl sulfanyl]-phenyl}tetrahydro-pyran-4-carboxylic acid amide (17.52 g, 55% yie...